Dataset: the Open Reaction Database (ORD), a public repository of structured organic reaction records. Task: describe an organic reaction: reactants, conditions, products, and yield Reactants: FC(C(=O)NC=1N=C2N(C=C(C=C2)C(C2=CC=CC=C2)=O)C1C1=C(C=CC=C1)OC)(F)F (2-trifluoroacetamido-3-(2-methoxyphenyl)-6-benzoyl-imidazo[1,2-a]pyridine). Solvent: CC(OCC)=O (EA). Product: NC=1N=C2N(C=C(C=C2)C(C2=CC=CC=C2)=O)C1C1=C(C=CC=C1)OC (2-Amino-3-(2-methoxyphenyl)-6-benzoyl-imidazo[1,2-a]pyridine). Reaction SMILES: FC(F)(F)C([NH:5][C:6]1[N:7]=[C:8]2[CH:13]=[CH:12][C:11]([C:14](=[O:21])[C:15]3[CH:20]=[CH:19][CH:18]=[CH:17][CH:16]=3)=[CH:10][N:9]2[C:22]=1[C:23]1[CH:28]=[CH:27][CH:26]=[CH:25][C:24]=1[O:29][CH3:30])=O>CC(=O)OCC>[NH2:5][C:6]1[N:7]=[C:8]2[CH:13]=[CH:12][C:11]([C:14](=[O:21])[C:15]3[CH:16]=[CH:17][CH:18]=[CH:19][CH:20]=3)=[CH:10][N:9]2[C:22]=1[C:23]1[CH:28]=[CH:27][CH:26]=[CH:25][C:24]=1[O:29][CH3:30]. Procedure: The 2-trifluoroacetamido-3-(2-methoxyphenyl)-6-benzoyl-imidazo[1,2-a]pyridine (7.40 g, 16.8 mmol) was converted to product in a manner substantially analogous to Example 67 to yield 5.0 g. (87%). EA, MS(FD). The reactants are OC1=CC=C(C=C1OC)C. Reagents/catalysts: N=1C=CC(=CC1C=2N=CC=C(C2)C(C)(C)C)C(C)(C)C, O1B(OC(C)(C)C1(C)C)B2OC(C)(C)C(O2)(C)C, O1BOC(C)(C)C1(C)C, C[OH2+].C[OH2+].C1CC=CCCC=C1.C1CC=CCCC=C1.[Ir].[Ir]. Run in C1CCCCC1. Run at temperature 80 celsius, time 20 hour. Yields the product OC1=C(OC)C=C(C=C1B2OC(C)(C)C(O2)(C)C)C. Isolated yield 66.0%. Reactants: OC1=CC=CC=2C(CC3(CCC3)OC21)=O (3,4-Dihydro-8-hydroxy-4-oxo-spiro[2H-1-benzopyran-2,1′-cyclobutane]), ClC(F)F (chlorodifluoromethane), C([O-])([O-])=O.[K+].[K+] (potassium carbonate). Solvent: CN(C)C=O (DMF). Product: FC(OC1=CC=CC=2C(CC3(CCC3)OC21)=O)F (3,4-Dihydro-8-difluoromethoxy-4-oxo-spiro[2H-1-benzopyran-2,1′-cyclobutane]). Reaction SMILES: [OH:1][C:2]1[C:14]2[O:13][C:9]3([CH2:12][CH2:11][CH2:10]3)[CH2:8][C:7](=[O:15])[C:6]=2[CH:5]=[CH:4][CH:3]=1.Cl[CH:17]([F:19])[F:18].C(=O)([O-])[O-].[K+].[K+]>CN(C=O)C>[F:18][CH:17]([F:19])[O:1][C:2]1[C:14]2[O:13][C:9]3([CH2:10][CH2:11][CH2:12]3)[CH2:8][C:7](=[O:15])[C:6]=2[CH:5]=[CH:4][CH:3]=1 |f:2.3.4|. Reported procedure: This compound was prepared by difluoromethoxylation of 3,4-Dihydro-8-hydroxy-4-oxo-spiro[2H-1-benzopyran-2,1′-cyclobutane] using chlorodifluoromethane gas in the presence: of potassium carbonate in DMF at 30-80° C. Starting materials: Tris(dibenzilideneacetone)dipalladium, BrC=1C=CC(=C(C1)N)OC(F)(F)F (5-bromo-2-trifluoromethoxy-phenylamine), [Li]N([Si](C)(C)C)[Si](C)(C)C (LiN(TMS)2), CN1CCNCC1 (N-methylpiperazine). The reagents and catalysts are C=1C=CC(=CC1)/C=C/C(=O)/C=C/C2=CC=CC=C2.C=1C=CC(=CC1)/C=C/C(=O)/C=C/C2=CC=CC=C2.C=1C=CC(=CC1)/C=C/C(=O)/C=C/C2=CC=CC=C2.[Pd].[Pd] (Pd2(dba)3), C1(CCCCC1)P(C1=C(C=CC=C1)C1=C(C=CC=C1)N(C)C)C1CCCCC1 (2-dicyclohexylphosphino-2′-(N,N-dimethylamino)-biphenyl). The solvent is C1CCOC1 (THF). Yields the product CN1CCN(CC1)C=1C=CC(=C(C1)N)OC(F)(F)F (5-(4-methyl-piperazin-1-yl)-2-trifluoromethoxy-phenylamine). Yield: 63.9%. RXN SMILES: Br[C:2]1[CH:3]=[CH:4][C:5]([O:9][C:10]([F:13])([F:12])[F:11])=[C:6]([NH2:8])[CH:7]=1.[Li]N([Si](C)(C)C)[Si](C)(C)C.[CH3:24][N:25]1[CH2:30][CH2:29][NH:28][CH2:27][CH2:26]1>C1COCC1.C1C=CC(/C=C/C(/C=C/C2C=CC=CC=2)=O)=CC=1.C1C=CC(/C=C/C(/C=C/C2C=CC=CC=2)=O)=CC=1.C1C=CC(/C=C/C(/C=C/C2C=CC=CC=2)=O)=CC=1.[Pd].[Pd].C1(P(C2CCCCC2)C2C=CC=CC=2C2C=CC=CC=2N(C)C)CCCCC1>[CH3:24][N:25]1[CH2:30][CH2:29][N:28]([C:2]2[CH:3]=[CH:4][C:5]([O:9][C:10]([F:13])([F:12])[F:11])=[C:6]([NH2:8])[CH:7]=2)[CH2:27][CH2:26]1 |f:4.5.6.7.8|. Reported procedure: Tris(dibenzilideneacetone)dipalladium, Pd2(dba)3 (1.1 g, 1.2 mmol), 2-dicyclohexylphosphino-2′-(N,N-dimethylamino)-biphenyl (0.94 g, 2.4 mmol), 5-bromo-2-trifluoromethoxy-phenylamine (30.7 g, 120 mmol) in THF (50 mL) were charged in a round-bottom flask flushed with argon. The flask was evacuated and backfilled with argon. LiN(TMS)2 solution (1M in THF, 288 mL) and N-methylpiperazine (26.7 mL, 194 mmol) were added and the reaction refluxed for 1 h. The reaction mixture was then allowed to cool t... Reactants: OC1=C(C=C2C(=CC=NC2=C1)OC=1C=CC(=NC1)NC(=O)C=1C(N(N(C1C)C)C1=CC=CC=C1)=O)OC (N-(5-(7-hydroxy-6-methoxyquinolin-4-yloxy)pyridin-2-yl)-1,5-dimethyl-3-oxo-2-phenyl-2,3-dihydro-1H-pyrazole-4-carboxamide), CS(=O)(=O)OCCCN1CC2(CC2)C(C1)O (3-(7-hydroxy-5-azaspiro[2.4]heptane-5-yl)propyl methanesulfonate), C(=O)([O-])[O-].[Cs+].[Cs+] (Cs2CO3). Solvent: CC(=O)N(C)C (DMA). Reaction conditions: time 48 hour. Product: OC1CN(CC12CC2)CCCOC2=C(C=C1C(=CC=NC1=C2)OC=2C=CC(=NC2)N(C(=O)C2(CC2)C(=O)N)C2=CC=CC=C2)OC (N-(5-(7-(3-(7-hydroxy-5-azaspiro[2.4]heptane-5-yl)propoxy)-6-methoxyquinolin-4-yloxy)pyridin-2-yl)-N-phenylcyclopropane-1,1-dicarboxamide). Yield: 120.3%. Reaction SMILES: O[C:2]1[CH:11]=[C:10]2[C:5]([C:6]([O:12][C:13]3[CH:14]=[CH:15][C:16]([NH:19][C:20]([C:22]4[C:23](=[O:35])[N:24](C5C=CC=CC=5)N(C)[C:26]=4[CH3:27])=[O:21])=[N:17][CH:18]=3)=[CH:7][CH:8]=[N:9]2)=[CH:4][C:3]=1[O:36][CH3:37].CS([O:42][CH2:43][CH2:44][CH2:45][N:46]1[CH2:52][CH:51]([OH:53])[C:48]2([CH2:50][CH2:49]2)[CH2:47]1)(=O)=O.C([O-])([O-])=O.[Cs+].[Cs+]>CC(N(C)C)=O>[OH:53][CH:51]1[C:48]2([CH2:50][CH2:49]2)[CH2:47][N:46]([CH2:45][CH2:44][CH2:43][O:42][C:2]2[CH:11]=[C:10]3[C:5]([C:6]([O:12][C:13]4[CH:14]=[CH:15][C:16]([N:19]([C:2]5[CH:11]=[CH:10][CH:5]=[CH:4][CH:3]=5)[C:20]([C:22]5([C:23]([NH2:24])=[O:35])[CH2:27][CH2:26]5)=[O:21])=[N:17][CH:18]=4)=[CH:7][CH:8]=[N:9]3)=[CH:4][C:3]=2[O:36][CH3:37])[CH2:52]1 |f:2.3.4|. Procedure: To a solution of N-(5-(7-hydroxy-6-methoxyquinolin-4-yloxy)pyridin-2-yl)-1,5-dimethyl-3-oxo-2-phenyl-2,3-dihydro-1H-pyrazole-4-carboxamide (300 mg, 0.640 mmol) in DMA (4 mL) was added 3-(7-hydroxy-5-azaspiro[2.4]heptane-5-yl)propyl methanesulfonate (239 mg, 0.960 mmol) and Cs2CO3 (416 mg, 1.280 mmol). The reaction was then stirred at rt for 48 hrs. The solvent was removed and the residue was partioned between saturated NaHCO3 aqueous solution (5 mL) and CHCl3 (25 mL). The organic layer was separ... Starting materials: N1C[C@H](CC1)NC(O[C@H](C(F)(F)F)C)=O ((2S)-1,1,1-trifluoropropan-2-yl (3S)-pyrrolidin-3-ylcarbamate), ClC1=NC(=CC(=N1)NC1=NNC=C1)C (2-chloro-6-methyl-N-(1H-pyrazol-3-yl)pyrimidin-4-amine), CCN(C(C)C)C(C)C (DIEA). Run in CS(=O)C (DMSO). Run at temperature 110 celsius, time 15 hour. Yields the product FC([C@H](C)OC(N[C@@H]1CN(CC1)C1=NC(=CC(=N1)C)NC1=NNC=C1)=O)(F)F ((2S)-1,1,1-trifluoropropan-2-yl{(3S)-1-[4-methyl-6-(1H-pyrazol-3-ylamino)pyrimidin-2-yl]pyrrolidin-3-yl}carbamate). Reaction SMILES: [NH:1]1[CH2:5][CH2:4][C@H:3]([NH:6][C:7](=[O:15])[O:8][C@@H:9]([CH3:14])[C:10]([F:13])([F:12])[F:11])[CH2:2]1.Cl[C:17]1[N:22]=[C:21]([NH:23][C:24]2[CH:28]=[CH:27][NH:26][N:25]=2)[CH:20]=[C:19]([CH3:29])[N:18]=1.CCN(C(C)C)C(C)C>CS(C)=O>[F:12][C:10]([F:13])([F:11])[C@@H:9]([O:8][C:7](=[O:15])[NH:6][C@H:3]1[CH2:4][CH2:5][N:1]([C:17]2[N:18]=[C:19]([CH3:29])[CH:20]=[C:21]([NH:23][C:24]3[CH:28]=[CH:27][NH:26][N:25]=3)[N:22]=2)[CH2:2]1)[CH3:14]. Reported procedure: To a solution of (2S)-1,1,1-trifluoropropan-2-yl (3S)-pyrrolidin-3-ylcarbamate (50 mg) in DMSO (5 ml) was added 2-chloro-6-methyl-N-(1H-pyrazol-3-yl)pyrimidin-4-amine (46 mg) prepared in Referential Example 1 and DIEA (28 mg) at room temperature. The resulting mixture was stirred at 110° C. for 15 hours and then cooled to room temperature. The mixture was purified with preparative RP-HPLC to give (2S)-1,1,1-trifluoropropan-2-yl{(3S)-1-[4-methyl-6-(1H-pyrazol-3-ylamino)pyrimidin-2-yl]pyrrolidin-3... The reactants are O=C1CCC(=O)N1Br, ClC(Cl)(Cl)Cl, CC=CP(=O)(OC)OC. The product is COP(=O)(C=CCBr)OC. RXN SMILES: [Br:10][N:11]1[C:12](=[O:13])[CH2:14][CH2:15][C:16]1=[O:17].[C:18]([Cl:19])([Cl:20])([Cl:21])[Cl:22].[CH:1](=[CH:2][CH3:3])[P:4]([O:5][CH3:6])([O:7][CH3:8])=[O:9]>>[CH:1](=[CH:2][CH2:3][Br:10])[P:4]([O:5][CH3:6])([O:7][CH3:8])=[O:9].